This data is from the Open Reaction Database (ORD), a public repository of structured organic reaction records. The task is: describe an organic reaction: reactants, conditions, products, and yield Starting materials: CCO, [K+], CC(C(N)=O)c1ccc2c(c1)CC(=O)c1ccccc1S2, [OH-], O. Product: CC(C(=O)O)c1ccc2c(c1)CC(=O)c1ccccc1S2. As a reaction SMILES: [CH3:22][CH2:23][OH:24].[K+:26].[O:1]=[C:2]1[CH2:3][c:4]2[c:5]([cH:13][cH:14][c:15]([CH:17]([C:18](=[O:19])[NH2:20])[CH3:21])[cH:16]2)[S:6][c:7]2[c:8]1[cH:9][cH:10][cH:11][cH:12]2.[OH-:25].[OH2:27]>>[O:1]=[C:2]1[CH2:3][c:4]2[c:5]([cH:13][cH:14][c:15]([CH:17]([C:18](=[O:19])[OH:24])[CH3:21])[cH:16]2)[S:6][c:7]2[c:8]1[cH:9][cH:10][cH:11][cH:12]2. Yield: 87.6%. Reactants: O (water), OC1=CC(OC(C1)CCCCCCCCC)=O (4-hydroxy-5,6-dihydro-6-nonyl-2-pyrone), C1CCC2=NCCCN2CC1 (DBU), C(C)(=O)Cl (acetyl chloride). Reaction conditions: time 2 hour. Product: C(C)(=O)OC1=CC(OC(C1)CCCCCCCCC)=O (4-acetoxy-5,6-dihydro-6-nonyl-2-pyrone). RXN SMILES: [OH:1][C:2]1[CH2:7][CH:6]([CH2:8][CH2:9][CH2:10][CH2:11][CH2:12][CH2:13][CH2:14][CH2:15][CH3:16])[O:5][C:4](=[O:17])[CH:3]=1.C1CCN2C(=NCCC2)CC1.[C:29](Cl)(=[O:31])[CH3:30].O>C1(C)C=CC=CC=1>[C:29]([O:1][C:2]1[CH2:7][CH:6]([CH2:8][CH2:9][CH2:10][CH2:11][CH2:12][CH2:13][CH2:14][CH2:15][CH3:16])[O:5][C:4](=[O:17])[CH:3]=1)(=[O:31])[CH3:30]. Reported procedure: To a solution of 4.5 g (0.019 mole) of 4-hydroxy-5,6-dihydro-6-nonyl-2-pyrone and 3.15 g (0.021 mole) of DBU in 60 ml of toluene was added dropwise. Then, 1.65 g (0.021 mole) of acetyl chloride with cooling in an ice-water bath. The mixture was stirred for 2 hours and water was added to the reaction mixture. The reaction mixture was extracted with toluene and the toluene layer was washed with an aqueous 5% Na2CO3 solution, with 2N-HCl and finally with an aqueous saturated sodium chloride solutio... Run in C1(=CC=CC=C1)C (toluene).